This data is from the Open Reaction Database (ORD), a public repository of structured organic reaction records. The task is: describe an organic reaction: reactants, conditions, products, and yield Starting materials: FC(C(=O)O)(F)F (trifluoroacetic acid), Intermediate ( a ), C(=O)(OC(C)(C)C)N1C[C@H](OCC1)CC1=CC(=C(C=C1)OC)C(F)(F)F (N-Boc-(R)-2-(4-methoxy-3-trifluoromethylbenzyl)morpholine). The solvent is ClCCl (dichloromethane). The product is COC1=C(C=C(C[C@@H]2CNCCO2)C=C1)C(F)(F)F ((R)-2-(4-methoxy-3-trifluoromethylbenzyl)morpholine), example 2. Yield: 89.0%. Reaction SMILES: C([N:8]1[CH2:13][CH2:12][O:11][C@H:10]([CH2:14][C:15]2[CH:20]=[CH:19][C:18]([O:21][CH3:22])=[C:17]([C:23]([F:26])([F:25])[F:24])[CH:16]=2)[CH2:9]1)(OC(C)(C)C)=O.FC(F)(F)C(O)=O>ClCCl>[CH3:22][O:21][C:18]1[CH:19]=[CH:20][C:15]([CH2:14][C@H:10]2[O:11][CH2:12][CH2:13][NH:8][CH2:9]2)=[CH:16][C:17]=1[C:23]([F:25])([F:26])[F:24]. Reported procedure: Intermediate (a), N-Boc-(R)-2-(4-methoxy-3-trifluoromethylbenzyl)morpholine (23 mg, 0.06 mmol), was deprotected using trifluoroacetic acid, (20% v/v solution in dichloromethane, 1 mL total) over 2.5 hrs. The reaction mixture was poured onto an SCX-2 column (2 g) and washed with dichloromethane (2 mL×2) and dichloromethane: methanol (1:1 v/v, 2 mL×2). The column was then washed with ammonia (2N solution in methanol, 2 mL×3) and the ammonia washes were concentrated in vacuo to yield the desired mo... Reactants: [N+](=O)([O-])[O-].[NH4+] (ammonium nitrate), ice water, N#CN (Cyanamide), C(C)OC(C1=CC(=C(C=C1)C)N)=O (3-amino-4-methylbenzoic acid ethyl ester), Cl (Hydrochloric acid). Solvent: O (water), O (water), C(C)O (ethanol). Reaction conditions: temperature 90 celsius, time 15 hour. Yields the product [N+](=O)(O)[O-].C(C)OC(C1=CC(=C(C=C1)C)NC=NN)=O (3-[(Aminoiminomethyl)amino]-4-methyl-benzoic acid ethyl ester mononitrate). Reaction SMILES: [N:1]#[C:2][NH2:3].[CH2:4]([O:6][C:7](=[O:16])[C:8]1[CH:13]=[CH:12][C:11]([CH3:14])=[C:10](N)[CH:9]=1)[CH3:5].Cl.[N+:18]([O-:21])([O-:20])=[O:19].[NH4+:22]>C(O)C.O>[N+:18]([O-:21])([OH:20])=[O:19].[CH2:4]([O:6][C:7](=[O:16])[C:8]1[CH:13]=[CH:12][C:11]([CH3:14])=[C:10]([NH:1][CH:2]=[N:3][NH2:22])[CH:9]=1)[CH3:5] |f:3.4,7.8|. Procedure details: Cyanamide-(Fluka, Buchs, Switzerland; 77.4 g, 1.842 mol) is added to a solution of 3-amino-4-methylbenzoic acid ethyl ester (J. Med. Chem. 16,118–122,1973; 150 g, 0.837 mol) in 850 mL of ethanol. Hydrochloric acid (Fluka, Buchs, Switzerland; 108 mL of 12M, 1.27 mol) is then added dropwise over 15 min and the reaction mixture is then stirred at 90° C. (bath temperature) for 15 hours. The solvent is evaporated off under reduced pressure to give a residue which is treated with water (1000 mL) and s... The reactants are CC(C)(C)OC(=O)NC(C(=O)O)c1cccc(N)c1, CC(=O)O, N#CO[K]. Yields the product CC(C)(C)OC(=O)NC(C(=O)O)c1cccc(NC(N)=O)c1. As a reaction SMILES: [C:1]([CH3:2])([CH3:3])([CH3:4])[O:5][C:6](=[O:7])[NH:8][CH:9]([C:10](=[O:11])[OH:12])[c:13]1[cH:14][c:15]([NH2:19])[cH:16][cH:17][cH:18]1.[CH3:24][C:25](=[O:26])[OH:27].[K:20][O:21][C:22]#[N:23]>>[C:1]([CH3:2])([CH3:3])([CH3:4])[O:5][C:6](=[O:7])[NH:8][CH:9]([C:10](=[O:11])[OH:12])[c:13]1[cH:14][c:15]([NH:19][C:22](=[O:21])[NH2:23])[cH:16][cH:17][cH:18]1. Reactants: C[Si](C)(C)[N-][Si](C)(C)C.[K+] (KHMDS), Cl (HCl), C[Si](C)(C)[N-][Si](C)(C)C.[K+] (KHMDS), CI (MeI), C([O-])([O-])=O.[K+].[K+] (potassium carbonate), [OH-].[Na+] (NaOH), C(C1=CC=CC=C1)N1C=CC2=C1C(N(C(=C2C=2C(=C1CCCOC1=CC2)C)C(C(=O)OC)OC(C)(C)C)C)=O (methyl 2-(1-benzyl-6-methyl-4-(5-methylchroman-6-yl)-7-oxo-6,7-dihydro-1H-pyrrolo[2,3-c]pyridin-5-yl)-2-(tert-butoxy)acetate), [OH-].[Na+] (NaOH), Cl (HCl), Cl (HCl). The solvent is O (Water), CO (Methanol), O (Water), O1CCCC1 (Tetrahydrofuran), CO (Methanol), O (Water). Run at temperature 70 celsius, time 1 hour. Yields the product C(C)(C)(C)OC(C(=O)O)C1=C(C2=C(C(N1C)=O)N(C=C2)C)C=2C(=C1CCCOC1=CC2)C (2-(tert-butoxy)-2-(1,6-dimethyl-4-(5-methylchroman-6-yl)-7-oxo-6,7-dihydro-1H-pyrrolo[2,3-c]pyridin-5-yl)acetic acid). Isolated yield 17.1%. Reaction SMILES: [CH2:1]([N:8]1[C:12]2[C:13](=[O:39])[N:14]([CH3:38])[C:15]([CH:28]([O:33][C:34]([CH3:37])([CH3:36])[CH3:35])[C:29]([O:31]C)=[O:30])=[C:16]([C:17]3[C:18]([CH3:27])=[C:19]4[C:24](=[CH:25][CH:26]=3)[O:23][CH2:22][CH2:21][CH2:20]4)[C:11]=2[CH:10]=[CH:9]1)C1C=CC=CC=1.[OH-].[Na+].Cl.C[Si]([N-][Si](C)(C)C)(C)C.[K+].CI.C(=O)([O-])[O-].[K+].[K+]>O1CCCC1.CO.O>[C:34]([O:33][CH:28]([C:15]1[N:14]([CH3:38])[C:13](=[O:39])[C:12]2[N:8]([CH3:1])[CH:9]=[CH:10][C:11]=2[C:16]=1[C:17]1[C:18]([CH3:27])=[C:19]2[C:24](=[CH:25][CH:26]=1)[O:23][CH2:22][CH2:21][CH2:20]2)[C:29]([OH:31])=[O:30])([CH3:37])([CH3:36])[CH3:35] |f:1.2,4.5,7.8.9|. Reported procedure: A solution of methyl 2-(1-benzyl-6-methyl-4-(5-methylchroman-6-yl)-7-oxo-6,7-dihydro-1H-pyrrolo[2,3-c]pyridin-5-yl)-2-(tert-butoxy)acetate (40 mg, 0.076 mmol) in Tetrahydrofuran (THF) (0.2 mL), Methanol (0.200 mL), Water (0.200 mL) was treated with NaOH (24.21 mg, 0.605 mmol) and heated at 70° C. for 3 hours. The mixture was cooled to 0° C., treated with HCl (1M) until pH <2 and then extracted with ethyl acetate. The combined extracts were washed with brine, dried over Na2SO4, filtered and conce... Starting materials: [OH-].[Na+] (sodium hydroxide), C(C1=CC=CC=C1)=NN1C(N(C(N=C1SCC)=O)CC(C)(C)C)=O (1-benzylideneamino-6-ethylthio-3-neopentyl-1,3,5-triazine-2,4(1H,3H)-dione), S-ethyl-isothiosemicarbazide hydrobromide, C1(=CC=C(C=C1)S(=O)(=O)O)C (p-toluenesulphonic acid). Solvent: O (water), C1(=CC=CC=C1)C (toluene). Conditions: time 1 hour. Product: NN1C(N(C(N=C1SCC)=O)CC(C)(C)C)=O (1-amino-6-ethylthio-3-neopentyl-1,3,5-triazine-2,4(1H,3H)-dione). Yield: 96.8%. Reaction SMILES: C(=[N:8][N:9]1[C:14]([S:15][CH2:16][CH3:17])=[N:13][C:12](=[O:18])[N:11]([CH2:19][C:20]([CH3:23])([CH3:22])[CH3:21])[C:10]1=[O:24])C1C=CC=CC=1.C1(C)C=CC(S(O)(=O)=O)=CC=1.[OH-].[Na+]>C1(C)C=CC=CC=1.O>[NH2:8][N:9]1[C:14]([S:15][CH2:16][CH3:17])=[N:13][C:12](=[O:18])[N:11]([CH2:19][C:20]([CH3:23])([CH3:22])[CH3:21])[C:10]1=[O:24] |f:2.3|. Procedure: 5.2 g (0.015 mol) of 1-benzylideneamino-6-ethylthio-3-neopentyl-1,3,5-triazine-2,4(1H,3H)-dione (V-1), 3 g (0.015 mol) of S-ethyl-isothiosemicarbazide hydrobromide (VI-1, X=Br) and a spatula-tip of p-toluenesulphonic acid in 80 ml of toluene are stirred at 50°-55° C. for 12 hours. After the mixture has cooled, 0.6 g (0.015 mol) of sodium hydroxide in 5.4 g of water is added dropwise and the mixture is stirred at room temperature for 1 hour. The solid which has precipitated is filtered off and dr... The reactants are [H][H] (hydrogen), C(C1=CC=CC=C1)OC1=CC=C(C=C1)[C@@H]([C@H](C)N1CCC(CC1)(C1=CC=CC=C1)O)O ((1S,2S)-1-(4-benzyloxyphenyl)-2-(4-hydroxy-4-phenylpiperidin-1-yl)-1-propanol), [H][H] (hydrogen), CS(=O)(=O)O (methanesulfonic acid), [H][H] (hydrogen). The reagents and catalysts are [Pd] (palladium on carbon). Run in C(C)O (ethanol). Run at temperature 52.5 celsius, time 5 hour. The product is O.O.O.CS(=O)(=O)O[C@H]([C@H](C)N1CCC(CC1)(C1=CC=CC=C1)O)C1=CC=C(C=C1)O ((1S,2S)-1-(4-Hydroxyphenyl)-2-(4-hydroxy-4-phenylpiperidino)-1-propanol, Methanesulfonate Salt Trihydrate). Isolated yield 256.2%. RXN SMILES: C([O:8][C:9]1[CH:14]=[CH:13][C:12]([C@H:15]([OH:31])[C@@H:16]([N:18]2[CH2:23][CH2:22][C:21]([OH:30])([C:24]3[CH:29]=[CH:28][CH:27]=[CH:26][CH:25]=3)[CH2:20][CH2:19]2)[CH3:17])=[CH:11][CH:10]=1)C1C=CC=CC=1.[CH3:32][S:33](O)(=[O:35])=[O:34].[H][H]>[Pd].C(O)C>[OH2:8].[OH2:34].[OH2:8].[CH3:32][S:33]([O:31][C@@H:15]([C:12]1[CH:13]=[CH:14][C:9]([OH:8])=[CH:10][CH:11]=1)[C@@H:16]([N:18]1[CH2:23][CH2:22][C:21]([OH:30])([C:24]2[CH:29]=[CH:28][CH:27]=[CH:26][CH:25]=2)[CH2:20][CH2:19]1)[CH3:17])(=[O:35])=[O:34] |f:5.6.7.8|. Procedure: Five percent palladium on carbon catalyst (0.75 g, 50% water-wet), (1S,2S)-1-(4-benzyloxyphenyl)-2-(4-hydroxy-4-phenylpiperidin-1-yl)-1-propanol (5.0 g, 12.0 mmol), ethanol (62.5 mL), and methanesulfonic acid (1.15 g, 12.0 mmol) were combined in a Parr pressure reactor under a nitrogen atmosphere. The nitrogen atmosphere was exchanged for hydrogen (3×25 psi) and then the hydrogen pressure was increased to 50 to 55 psi. The mixture was heated and stirred at 50 to 55° C. for 5 hours when HPLC indi...